From a dataset of the Open Reaction Database (ORD), a public repository of structured organic reaction records. describe an organic reaction: reactants, conditions, products, and yield The reactants are ClC1=NC2=C(C(=CC=C2C(=C1)OCC1=CC=C(C=C1)OC)OC)C (2-Chloro-8-methyl-7-methoxy-4-(4-methoxy-benzyloxy)-quinoline), FC(C1=NNC=C1)(F)F (3-trifluoromethyl-1H-pyrazole), ClC=1C(=CC=C2C(=CC(=NC12)N1N=C(C=C1)C(F)(F)F)OCC1=CC=C(C=C1)OC)OC (8-chloro-7-methoxy-4-(4-methoxy-benzyloxy)-2-(3-trifluoromethyl-1H-pyrazol-1-yl)-quinoline). Yields the product COC1=CC=C2C(=CC(=NC2=C1C)N1N=C(C=C1)C(F)(F)F)OCC1=CC=C(C=C1)OC (7-Methoxy-4-(4-methoxy-benzyloxy)-8-methyl-2-(3-trifluoromethyl-1H-pyrazol-1-yl)-quinoline). The yield is 19.0%. As a reaction SMILES: Cl[C:2]1[CH:11]=[C:10]([O:12][CH2:13][C:14]2[CH:19]=[CH:18][C:17]([O:20][CH3:21])=[CH:16][CH:15]=2)[C:9]2[C:4](=[C:5]([CH3:24])[C:6]([O:22][CH3:23])=[CH:7][CH:8]=2)[N:3]=1.[F:25][C:26]([F:33])([F:32])[C:27]1[CH:31]=[CH:30][NH:29][N:28]=1.ClC1C(OC)=CC=C2C=1N=C(N1C=CC(C(F)(F)F)=N1)C=C2OCC1C=CC(OC)=CC=1>>[CH3:23][O:22][C:6]1[C:5]([CH3:24])=[C:4]2[C:9]([C:10]([O:12][CH2:13][C:14]3[CH:19]=[CH:18][C:17]([O:20][CH3:21])=[CH:16][CH:15]=3)=[CH:11][C:2]([N:29]3[CH:30]=[CH:31][C:27]([C:26]([F:33])([F:32])[F:25])=[N:28]3)=[N:3]2)=[CH:8][CH:7]=1. Procedure: 7-Methoxy-4-(4-methoxy-benzyloxy)-8-methyl-2-(3-trifluoromethyl-1H-pyrazol-1-yl)-quinoline 234c was synthesized from compounds 221b and 233a, following the procedure as described for compound 234a, as a white solid in 19% yield. 1H NMR (CDCl3, 400 MHz) δ (ppm) 2.64 (s, 3H), 3.86 (s, 3H), 3.99 (s, 3H), 5.33 (s, 2H), 6.75 (d, J=2.58 Hz, 1H), 6.98 (d, J=8.78 Hz, 2H), 7.20 (d, J=9.22 Hz, 1H), 7.48 (d, J=8.78 Hz, 2H), 7.57 (s, 1H), 8.07 (d, J=9.08 Hz, 1H), 8.88 (s, 1H). Starting materials: CCOCC, [Na+], [OH-], O, O=C(O)c1n[nH]c2c1C=CC(c1ccccc1)(c1ccccc1)C2, Cc1ccc(S(=O)(=O)Cl)cc1. Product: Cc1ccc(S(=O)(=O)n2nc(C(=O)O)c3c2CC(c2ccccc2)(c2ccccc2)C=C3)cc1. As a reaction SMILES: [CH3:36][CH2:37][O:38][CH2:39][CH3:40].[Na+:43].[OH-:42].[OH2:41].[c:12]1([C:18]2([c:30]3[cH:31][cH:32][cH:33][cH:34][cH:35]3)[CH:19]=[CH:20][c:21]3[c:22]([C:27](=[O:28])[OH:29])[n:23][nH:24][c:25]3[CH2:26]2)[cH:13][cH:14][cH:15][cH:16][cH:17]1.[c:1]1([CH3:11])[cH:2][cH:3][c:4]([S:7](=[O:8])(=[O:9])[Cl:10])[cH:5][cH:6]1>>[c:1]1([CH3:11])[cH:2][cH:3][c:4]([S:7](=[O:8])(=[O:9])[n:24]2[n:23][c:22]([C:27](=[O:28])[OH:29])[c:21]3[c:25]2[CH2:26][C:18]([c:12]2[cH:13][cH:14][cH:15][cH:16][cH:17]2)([c:30]2[cH:31][cH:32][cH:33][cH:34][cH:35]2)[CH:19]=[CH:20]3)[cH:5][cH:6]1.